From a dataset of the Open Reaction Database (ORD), a public repository of structured organic reaction records. describe an organic reaction: reactants, conditions, products, and yield The reactants are BrC=1C=C(C(=O)OC)C=CN1 (Methyl 2-bromoisonicotinate), FC(C=1C=C(C=CC1)B(O)O)(F)F (3-(trifluoromethyl)phenylboronic acid), C([O-])([O-])=O.[K+].[K+] (potassium carbonate), O (water). Reagents/catalysts: Cl[Pd]Cl (PdCl2). Run in CO (methanol), two, C(Cl)Cl (DCM), C(Cl)Cl (DCM). Run at temperature 100 celsius. The product is FC(C=1C=C(C=CC1)C=1C=C(C(=O)OC)C=CN1)(F)F (methyl 2-(3-(trifluoromethyl)phenyl)isonicotinate). Yield: 73.5%. As a reaction SMILES: Br[C:2]1[CH:3]=[C:4]([CH:9]=[CH:10][N:11]=1)[C:5]([O:7][CH3:8])=[O:6].[F:12][C:13]([F:24])([F:23])[C:14]1[CH:15]=[C:16](B(O)O)[CH:17]=[CH:18][CH:19]=1.C(=O)([O-])[O-].[K+].[K+].O>CO.C(Cl)Cl.Cl[Pd]Cl>[F:12][C:13]([F:24])([F:23])[C:14]1[CH:19]=[C:18]([C:2]2[CH:3]=[C:4]([CH:9]=[CH:10][N:11]=2)[C:5]([O:7][CH3:8])=[O:6])[CH:17]=[CH:16][CH:15]=1 |f:2.3.4|. Reported procedure: Methyl 2-bromoisonicotinate (2.71 g, 12.57 mmol), 3-(trifluoromethyl)phenylboronic acid (3.58 g, 18.85 mmol), potassium carbonate (2.61 g, 18.85 mmol) and PdCl2 (dppf) (0.162 g, 0.25 mmol) were mixed in methanol (30 mL) in two 20 mL microwave vials. The vials were capped and heated at 100° C. for 10 min in a single node microwave reactor. DCM and water were added and the phases separated. The water phase (pH 9) was extracted with DCM and the combined organic phase washed with brine, passed throu... The reactants are N1CC=CC1 (3-Pyrroline), C(=O)NNC1(CC=CC=C1)N=C=S (1-(2-formylhydrazino)phenyl isothiocyanate), C(=O)NNC1=CC=C(C=C1)NC(=S)N(CC1=CC=CC=C1)CC1=CC=CC=C1 (1-[4-(2-formylhydrazino)phenyl]-3,3-dibenzylthiourea). The product is C(=O)NNC1=CC=C(C=C1)NC(=S)N1CC=CC1 (1-[4-(2-formylhydrazino)phenylthiocarbamoyl]-3-pyrroline). RXN SMILES: N1CC=CC1.C(NNC1(N=C=S)C=CC=CC1)=O.[CH:19]([NH:21][NH:22][C:23]1[CH:28]=[CH:27][C:26]([NH:29][C:30]([N:32]([CH2:40][C:41]2[CH:46]=[CH:45]C=CC=2)CC2C=CC=CC=2)=[S:31])=[CH:25][CH:24]=1)=[O:20]>>[CH:19]([NH:21][NH:22][C:23]1[CH:24]=[CH:25][C:26]([NH:29][C:30]([N:32]2[CH2:40][CH:41]=[CH:46][CH2:45]2)=[S:31])=[CH:27][CH:28]=1)=[O:20]. Reported procedure: 3-Pyrroline (0.069 g, 0.001 mole) and 1-(2-formylhydrazino)phenyl isothiocyanate (0.19 g, 0.001 mole) were reacted according to the procedure described for NA-11 in Example 3. Yield 0.18 g (69 percent), m.p. 218°-220° C. Reactants: CC(C)(C)OC(=O)C(N)c1nc(-c2ncn3c2C2CCN2C(=O)c2c-3ccc(F)c2Cl)no1, O=C(O)C(F)(F)F. The product is NCc1nc(-c2ncn3c2C2CCN2C(=O)c2c-3ccc(F)c2Cl)no1. RXN SMILES: [C:1]([O:2][C:3]([CH3:4])([CH3:5])[CH3:6])(=[O:7])[CH:8]([c:9]1[n:10][c:11](-[c:14]2[n:15][cH:16][n:17]3[c:18]2[CH:19]2[N:20]([C:21](=[O:30])[c:22]4[c:23]-3[cH:24][cH:25][c:26]([F:29])[c:27]4[Cl:28])[CH2:31][CH2:32]2)[n:12][o:13]1)[NH2:33].[OH:34][C:35]([C:36]([F:37])([F:38])[F:39])=[O:40]>>[CH2:8]([c:9]1[n:10][c:11](-[c:14]2[n:15][cH:16][n:17]3[c:18]2[CH:19]2[N:20]([C:21](=[O:30])[c:22]4[c:23]-3[cH:24][cH:25][c:26]([F:29])[c:27]4[Cl:28])[CH2:31][CH2:32]2)[n:12][o:13]1)[NH2:33].